This data is from the Open Reaction Database (ORD), a public repository of structured organic reaction records. The task is: describe an organic reaction: reactants, conditions, products, and yield Reactants: CN1C2=C(C(=O)N(C1=O)C)N(C=N2)CCN3CCN(CC3)C4=CC=CC=C4Cl (KMUP-1), CCOC=1C=C(C=CC1C(=O)O)CC(=O)N[C@@H](CC(C)C)C=2C=CC=CC2N3CCCCC3 (repaglinide). The solvent is C(C)O (ethanol), O (water), C(C)O (ethyl alcohol). Yields the product CN1C2=C(C(=O)N(C1=O)C)N(C=N2)CCN3CCN(CC3)C4=CC=CC=C4Cl.CCOC=1C=C(C=CC1C(=O)O)CC(=O)N[C@@H](CC(C)C)C=2C=CC=CC2N3CCCCC3 (KMUP-1 Repaglinide). Reaction SMILES: [CH3:1][N:2]1[C:8](=[O:9])[N:7]([CH3:10])[C:5](=[O:6])[C:4]2[N:11]([CH2:14][CH2:15][N:16]3[CH2:21][CH2:20][N:19]([C:22]4[C:27]([Cl:28])=[CH:26][CH:25]=[CH:24][CH:23]=4)[CH2:18][CH2:17]3)[CH:12]=[N:13][C:3]1=2.[CH3:29][CH2:30][O:31][C:32]1[CH:33]=[C:34]([CH2:41][C:42]([NH:44][C@H:45]([C:50]2[CH:51]=[CH:52][CH:53]=[CH:54][C:55]=2[N:56]2[CH2:61][CH2:60][CH2:59][CH2:58][CH2:57]2)[CH2:46][CH:47]([CH3:49])[CH3:48])=[O:43])[CH:35]=[CH:36][C:37]=1[C:38]([OH:40])=[O:39]>C(O)C.O>[CH3:1][N:2]1[C:8](=[O:9])[N:7]([CH3:10])[C:5](=[O:6])[C:4]2[N:11]([CH2:14][CH2:15][N:16]3[CH2:21][CH2:20][N:19]([C:22]4[C:27]([Cl:28])=[CH:26][CH:25]=[CH:24][CH:23]=4)[CH2:18][CH2:17]3)[CH:12]=[N:13][C:3]1=2.[CH3:29][CH2:30][O:31][C:32]1[CH:33]=[C:34]([CH2:41][C:42]([NH:44][C@H:45]([C:50]2[CH:51]=[CH:52][CH:53]=[CH:54][C:55]=2[N:56]2[CH2:61][CH2:60][CH2:59][CH2:58][CH2:57]2)[CH2:46][CH:47]([CH3:49])[CH3:48])=[O:43])[CH:35]=[CH:36][C:37]=1[C:38]([OH:40])=[O:39] |f:4.5|. Reported procedure: KMUP-1 (8.0 g) is dissolved in a mixture of ethanol (100 mL) and water (30 mL), to which repaglinide (9.1 g) dissolved in ethyl alcohol (150 mL) is added, and the mixture is reacted at 50° C. for 20 mins. The precipitate is obtained through filtering under room temperature, which is re-crystallized from methanol over night at room temperature and then filtrated to obtain KMUP-1-repaglinide complex (15.3 g).